Dataset: the Open Reaction Database (ORD), a public repository of structured organic reaction records. Task: describe an organic reaction: reactants, conditions, products, and yield Starting materials: CSC, CS(=O)(=O)O, COc1cc(C2c3cc4c(cc3C(O)C3COC(=O)C23)OCO4)cc(OC)c1OC, O=C(O)C(F)(F)F. Yields the product COc1cc(C2c3cc4c(cc3C(O)C3COC(=O)C23)OCO4)cc(OC)c1O. Reaction SMILES: [CH3:31][S:32][CH3:33].[CH3:34][S:35](=[O:36])(=[O:37])[OH:38].[CH:1]12[CH2:2][O:3][C:4](=[O:5])[CH:6]1[CH:7]([c:8]1[cH:9][c:10]([O:11][CH3:12])[c:13]([O:14][CH3:15])[c:16]([O:17][CH3:18])[cH:19]1)[c:20]1[cH:21][c:22]3[c:26]([cH:27][c:28]1[CH:29]2[OH:30])[O:25][CH2:24][O:23]3.[OH:39][C:40]([C:41]([F:42])([F:43])[F:44])=[O:45]>>[CH:1]12[CH2:2][O:3][C:4](=[O:5])[CH:6]1[CH:7]([c:8]1[cH:9][c:10]([O:11][CH3:12])[c:13]([OH:14])[c:16]([O:17][CH3:18])[cH:19]1)[c:20]1[cH:21][c:22]3[c:26]([cH:27][c:28]1[CH:29]2[OH:30])[O:25][CH2:24][O:23]3. Starting materials: C1CCOC1, COC(=O)C(CCSC)NC(=O)c1ccc(CNc2cccnc2)cc1-c1ccccc1, Cl, [Li+], [OH-], O, O. Yields the product CSCCC(NC(=O)c1ccc(CNc2cccnc2)cc1-c1ccccc1)C(=O)O. Reaction SMILES: [CH2:37]1[O:38][CH2:39][CH2:40][CH2:41]1.[CH3:2][O:3][C:4]([CH:5]([NH:6][C:7]([c:8]1[c:9](-[c:22]2[cH:23][cH:24][cH:25][cH:26][cH:27]2)[cH:10][c:11]([CH2:14][NH:15][c:16]2[cH:17][n:18][cH:19][cH:20][cH:21]2)[cH:12][cH:13]1)=[O:28])[CH2:29][CH2:30][S:31][CH3:32])=[O:33].[ClH:1].[Li+:36].[OH-:35].[OH2:34].[OH2:42]>>[O:3]=[C:4]([CH:5]([NH:6][C:7]([c:8]1[c:9](-[c:22]2[cH:23][cH:24][cH:25][cH:26][cH:27]2)[cH:10][c:11]([CH2:14][NH:15][c:16]2[cH:17][n:18][cH:19][cH:20][cH:21]2)[cH:12][cH:13]1)=[O:28])[CH2:29][CH2:30][S:31][CH3:32])[OH:33].